This data is from the Open Reaction Database (ORD), a public repository of structured organic reaction records. The task is: describe an organic reaction: reactants, conditions, products, and yield Solvent: O1CCCC1 (tetrahydrofuran), O (water). The reactants are C(C)SC(C1=C(C(=CC=C1)Cl)CCC1=C(C=CC(=C1)Br)OC)=N (2-[2-(5-Bromo-2-methoxy-phenyl)-ethyl]-3-chloro-thiobenzimidic acid ethyl ester), Cl.CCOCC (HCl ether), S (hydrogen sulfide). Product: C(C)SC(C1=C(C(=CC=C1)Cl)CCC1=C(C=CC(=C1)Br)OC)=S (2-[2-(5-Bromo-2-methoxy-phenyl)-ethyl]-3-chloro-dithiobenzoic acid ethyl ester). Conditions: temperature 45 celsius, time 8 hour. RXN SMILES: [SH2:1].[CH2:2]([S:4][C:5](=N)[C:6]1[CH:11]=[CH:10][CH:9]=[C:8]([Cl:12])[C:7]=1[CH2:13][CH2:14][C:15]1[CH:20]=[C:19]([Br:21])[CH:18]=[CH:17][C:16]=1[O:22][CH3:23])[CH3:3].Cl.CCOCC>O1CCCC1.O>[CH2:2]([S:4][C:5](=[S:1])[C:6]1[CH:11]=[CH:10][CH:9]=[C:8]([Cl:12])[C:7]=1[CH2:13][CH2:14][C:15]1[CH:20]=[C:19]([Br:21])[CH:18]=[CH:17][C:16]=1[O:22][CH3:23])[CH3:3] |f:2.3|. Procedure details: As shown in Scheme 11, hydrogen sulfide gas (˜2 mL) was condensed into a cooled (−78° C.) solution of 2.8 grams (6.8 mmol) of 2-[2-(5-Bromo-2-methoxy-phenyl)-ethyl]-3-chloro-thiobenzimidic acid ethyl ester and 13.6 mL (13.6 mmol) of 1.0 M HCl/ether in 100 mL of tetrahydrofuran. The reaction was heated to 45° C. and stirred overnight in a sealed tube. The reaction mixture was diluted with water and extracted with methylene chloride once. The organic layer was washed with brine, dried (MgSO4), fil... Reactants: ClC1=C(C=NC(=C1)Cl)C(=O)OC (4,6-dichloro-3-pyridinecarboxylic acid, methyl ester), O.NN (hydrazine hydrate). Run in CO (methanol). Reaction conditions: time 12 hour. The product is ClC1=CC(=C(C=N1)C(=O)OC)NN (6-Chloro-4-hydrazino-3-pyridinecarboxylic acid, methyl ester). Reaction SMILES: Cl[C:2]1[CH:7]=[C:6]([Cl:8])[N:5]=[CH:4][C:3]=1[C:9]([O:11][CH3:12])=[O:10].O.[NH2:14][NH2:15]>CO>[Cl:8][C:6]1[N:5]=[CH:4][C:3]([C:9]([O:11][CH3:12])=[O:10])=[C:2]([NH:14][NH2:15])[CH:7]=1 |f:1.2|. Reported procedure: 205 g. of 4,6-dichloro-3-pyridinecarboxylic acid, methyl ester (1 mol.) are dissolved in 1 liter of methanol. The solution is cooled to 0° and 100 g. of hydrazine hydrate are dropped in with stirring. The solution is kept at 0° for 12 hours. The precipitated 6-chloro-4-hydrazino-3-pyridinecarboxylic acid, methyl ester is filtered off and recrystallized from methanol, yield: 175 g. (87%); m.p. 163.3°. The reactants are C(C)(C)(C)OC(=O)NC(CC(=O)O)CC1=C(C=C(C(=C1)F)F)F (3-tert-butoxycarbonylamino-4-(2,4,5-trifluorophenyl)butyric acid), ( II ), 4, CCN(C(C)C)C(C)C (Hunig's base), C(C)(C)OC(C)C (diisopropyl ether), Cl.FC(C1=NN=C2N1CCNC2)(F)F (3-(trifluoromethyl)-5,6,7,8-tetrahydro-[1,2,4]triazolo[4,3-a]pyrazine HCl), ClC1=C(C=CC=C1)B(O)O (2-chloro phenyl boronic acid). The solvent is C1(=CC=CC=C1)C (toluene), O (water). Conditions: time 5 minute. Yields the product C(C)(C)(C)OC(N[C@H](CC1=C(C=C(C(=C1)F)F)F)CC(N1CC=2N(CC1)C(=NN2)C(F)(F)F)=O)=O ((R)-tert-butyl4-oxo-4-(3-(trifluoromethyl)-5,6-dihydro-[1,2,4]-triazolo[4,3-a]pyrazin-7(8H)-yl)-1-(2,4,5-trifluorophenyl)butan-2-yl-carbamate). As a reaction SMILES: [C:1]([O:5][C:6]([NH:8][CH:9]([CH2:14][C:15]1[CH:20]=[C:19]([F:21])[C:18]([F:22])=[CH:17][C:16]=1[F:23])[CH2:10][C:11]([OH:13])=O)=[O:7])([CH3:4])([CH3:3])[CH3:2].CCN(C(C)C)C(C)C.Cl.[F:34][C:35]([F:46])([F:45])[C:36]1[N:40]2[CH2:41][CH2:42][NH:43][CH2:44][C:39]2=[N:38][N:37]=1.ClC1C=CC=CC=1B(O)O.C(OC(C)C)(C)C>O.C1(C)C=CC=CC=1>[C:1]([O:5][C:6](=[O:7])[NH:8][C@@H:9]([CH2:10][C:11](=[O:13])[N:43]1[CH2:42][CH2:41][N:40]2[C:36]([C:35]([F:46])([F:34])[F:45])=[N:37][N:38]=[C:39]2[CH2:44]1)[CH2:14][C:15]1[CH:20]=[C:19]([F:21])[C:18]([F:22])=[CH:17][C:16]=1[F:23])([CH3:2])([CH3:3])[CH3:4] |f:2.3|. Procedure details: 25 g of 3-tert-butoxycarbonylamino-4-(2,4,5-trifluorophenyl)butyric acid of formula (II) was charged with 200 ml of toluene into a 500 ml 4 necked round bottom flask attached with dean stark apparatus, followed by the addition of 25 ml of Hunig's base at room temperature. Then 25 g of 3-(trifluoromethyl)-5,6,7,8-tetrahydro-[1,2,4]triazolo[4,3-a]pyrazine HCl was charged and stirred for 5 minutes. 11.5 g of 2-chloro phenyl boronic acid was charged to the reaction mass. After 48 hours of stirring a... Reactants: C1(CCCCC1)N(C(=O)NC=1SC(=CN1)SC#N)C1CCCCC1 (1,1-dicyclohexyl-3-(5-thiocyanato-thiazol-2-yl)-urea), SC[C@H](O)[C@H](O)CS (dithioerythritol), ClCCN1CCCC1 (1-(2-chloroethyl)-pyrrolidine). The product is C1(CCCCC1)N(C(=O)NC=1SC(=CN1)SCCN1CCCC1)C1CCCCC1 (1,1-Dicyclohexyl-3-[5-(2-pyrrolidin-1-yl-ethylsulfanyl)-thiazol-2-yl]-urea). As a reaction SMILES: [CH:1]1([N:7]([CH:19]2[CH2:24][CH2:23][CH2:22][CH2:21][CH2:20]2)[C:8]([NH:10][C:11]2[S:12][C:13]([S:16]C#N)=[CH:14][N:15]=2)=[O:9])[CH2:6][CH2:5][CH2:4][CH2:3][CH2:2]1.SC[C@@H]([C@@H](CS)O)O.Cl[CH2:34][CH2:35][N:36]1[CH2:40][CH2:39][CH2:38][CH2:37]1>>[CH:19]1([N:7]([CH:1]2[CH2:6][CH2:5][CH2:4][CH2:3][CH2:2]2)[C:8]([NH:10][C:11]2[S:12][C:13]([S:16][CH2:34][CH2:35][N:36]3[CH2:40][CH2:39][CH2:38][CH2:37]3)=[CH:14][N:15]=2)=[O:9])[CH2:20][CH2:21][CH2:22][CH2:23][CH2:24]1. Procedure: Prepared as described in general procedure (H) using 1,1-dicyclohexyl-3-(5-thiocyanato-thiazol-2-yl)-urea, dithioerythritol and 1-(2-chloroethyl)-pyrrolidine Reactants: [Br-], C1CCOC1, CON(C)C(=O)c1cn(Cc2cccc(Br)n2)c2ccccc2c1=O, Cc1cccc([Mg+])c1C. Product: Cc1cccc(C(=O)c2cn(Cc3cccc(Br)n3)c3ccccc3c2=O)c1C. RXN SMILES: [Br-:26].[CH2:36]1[O:37][CH2:38][CH2:39][CH2:40]1.[CH3:1][O:2][N:3]([C:4](=[O:5])[c:6]1[cH:7][n:8]([CH2:17][c:18]2[n:19][c:20]([Br:24])[cH:21][cH:22][cH:23]2)[c:9]2[cH:10][cH:11][cH:12][cH:13][c:14]2[c:15]1=[O:16])[CH3:25].[CH3:27][c:28]1[c:29]([Mg+:35])[cH:30][cH:31][cH:32][c:33]1[CH3:34]>>[C:4](=[O:5])([c:6]1[cH:7][n:8]([CH2:17][c:18]2[n:19][c:20]([Br:24])[cH:21][cH:22][cH:23]2)[c:9]2[cH:10][cH:11][cH:12][cH:13][c:14]2[c:15]1=[O:16])[c:29]1[c:28]([CH3:27])[c:33]([CH3:34])[cH:32][cH:31][cH:30]1. Starting materials: CCOP(=O)(CC#N)OCC, CCOc1cc(C(=O)c2ccc(OC)c(C)c2)ccc1OC, C1CCOC1, C[Si](C)(C)[N-][Si](C)(C)C, [Li+], O. Yields the product CCOc1cc(C(=CC#N)c2ccc(OC)c(C)c2)ccc1OC. Reaction SMILES: [CH2:1]([O:2][P:3](=[O:4])([O:5][CH2:6][CH3:7])[CH2:9][C:10]#[N:11])[CH3:8].[CH2:22]([CH3:23])[O:24][c:25]1[cH:26][c:27]([C:33](=[O:34])[c:35]2[cH:36][c:37]([CH3:43])[c:38]([O:41][CH3:42])[cH:39][cH:40]2)[cH:28][cH:29][c:30]1[O:31][CH3:32].[CH2:45]1[O:46][CH2:47][CH2:48][CH2:49]1.[CH3:12][Si:13]([N-:14][Si:15]([CH3:16])([CH3:17])[CH3:18])([CH3:19])[CH3:20].[Li+:21].[OH2:44]>>[CH:9]([C:10]#[N:11])=[C:33]([c:27]1[cH:26][c:25]([O:24][CH2:22][CH3:23])[c:30]([O:31][CH3:32])[cH:29][cH:28]1)[c:35]1[cH:36][c:37]([CH3:43])[c:38]([O:41][CH3:42])[cH:39][cH:40]1. Reactants: CN(C)C=O, [Cl-], CS(=O)(=O)OCc1nc2ccc(F)cc2s1, [H-], [NH4+], [Na+], COC(=O)Nc1ccc(O)cc1C. Yields the product COC(=O)Nc1ccc(OCc2nc3ccc(F)cc3s2)cc1C. As a reaction SMILES: [CH3:34][N:35]([CH3:36])[CH:37]=[O:38].[Cl-:32].[F:16][c:17]1[cH:18][c:19]2[c:20]([n:21][c:22]([CH2:24][O:25][S:26]([CH3:27])(=[O:28])=[O:29])[s:23]2)[cH:30][cH:31]1.[H-:1].[NH4+:33].[Na+:2].[OH:3][c:4]1[cH:5][c:6]([CH3:15])[c:7]([NH:10][C:11]([O:12][CH3:13])=[O:14])[cH:8][cH:9]1>>[O:3]([c:4]1[cH:5][c:6]([CH3:15])[c:7]([NH:10][C:11]([O:12][CH3:13])=[O:14])[cH:8][cH:9]1)[CH2:24][c:22]1[n:21][c:20]2[c:19]([cH:18][c:17]([F:16])[cH:31][cH:30]2)[s:23]1. Starting materials: ClC=1C=C(C=CC1Cl)C=1OC(=CC1)\C=C\[N+](=O)[O-] (2-(3,4-Dichlorophenyl)-5-((E)-2-nitrovinyl)furan), CO (methanol), ClC=1C=C(C=CC1Cl)C=1OC(=CC1)\C=C\[N+](=O)[O-] (2-(3,4-Dichlorophenyl)-5-((E)-2-nitrovinyl)furan), 10, Cl.CO (HCl methanol). The reagents and catalysts are [Pd] (palladium on carbon). Run in C(C)(=O)OCC (ethyl acetate). Product: Cl.ClC=1C=C(C=CC1Cl)C1=CC=C(O1)CCN (2-[5-(3,4-Dichlorophenyl)furan-2-yl]ethylamine hydrochloride). Reaction SMILES: [Cl:1][C:2]1[CH:3]=[C:4]([C:9]2[O:10][C:11](/[CH:14]=[CH:15]/[N+:16]([O-])=O)=[CH:12][CH:13]=2)[CH:5]=[CH:6][C:7]=1[Cl:8].CO.Cl.CO>[Pd].C(OCC)(=O)C>[ClH:1].[Cl:1][C:2]1[CH:3]=[C:4]([C:9]2[O:10][C:11]([CH2:14][CH2:15][NH2:16])=[CH:12][CH:13]=2)[CH:5]=[CH:6][C:7]=1[Cl:8] |f:2.3,6.7|. Reported procedure: 2-(3,4-Dichlorophenyl)-5-((E)-2-nitrovinyl)furan (5.73 g, 20.2 mmol) was dissolved into the mixture of dry methanol (90 ml) and dry ethyl acetate (70 ml). Then, 14.3 ml of 10 w-% HCl-methanol and 2.4 g of 10% palladium on carbon were added. 2-(3,4-Dichlorophenyl)-5-((E)-2-nitrovinyl)furan was hydrogenated at 3 atm at RT for about 4 h. The catalyst was removed by filtrating through Celite®. Removal of solvent under reduced pressure gave a raw product which was purified by flash chromatography on ... Reactants: C(C)OC(=O)C1(C(C1)C=C)NC(=O)C1NCC(C1)OC1=CC(=NC2=CC(=CC=C12)OC)C1=CC=CC=C1 (1-{[4-(7-Methoxy-2-phenyl-quinolin-4-yloxy)-pyrrolidine-2-carbonyl]-amino}-2-vinyl-cyclopropanecarboxylic acid ethyl ester), C(=O)(Cl)Cl (phosgene), Cl.C(CCCC=C)N (hex-5-enylamine hydrochloride). The product is C(C)OC(=O)C1(C(C1)C=C)NC(=O)C1N(CC(C1)OC1=CC(=NC2=CC(=CC=C12)OC)C1=CC=CC=C1)C(NCC)=O (1-{[1-Ethylcarbamoyl-4-(7-methoxy-2-phenyl-quinolin-4-yloxy)-pyrrolidine-2-carbonyl]amino}-2-vinyl-cyclopropanecarboxylic acid ethyl ester). Reaction SMILES: [CH2:1]([O:3][C:4]([C:6]1([NH:11][C:12]([CH:14]2[CH2:18][CH:17]([O:19][C:20]3[C:29]4[C:24](=[CH:25][C:26]([O:30][CH3:31])=[CH:27][CH:28]=4)[N:23]=[C:22]([C:32]4[CH:37]=[CH:36][CH:35]=[CH:34][CH:33]=4)[CH:21]=3)[CH2:16][NH:15]2)=[O:13])[CH2:8][CH:7]1[CH:9]=[CH2:10])=[O:5])[CH3:2].[C:38](Cl)(Cl)=[O:39].Cl.[CH2:43]([NH2:49])[CH2:44]CCC=C>>[CH2:1]([O:3][C:4]([C:6]1([NH:11][C:12]([CH:14]2[CH2:18][CH:17]([O:19][C:20]3[C:29]4[C:24](=[CH:25][C:26]([O:30][CH3:31])=[CH:27][CH:28]=4)[N:23]=[C:22]([C:32]4[CH:33]=[CH:34][CH:35]=[CH:36][CH:37]=4)[CH:21]=3)[CH2:16][N:15]2[C:38](=[O:39])[NH:49][CH2:43][CH3:44])=[O:13])[CH2:8][CH:7]1[CH:9]=[CH2:10])=[O:5])[CH3:2] |f:2.3|. Reported procedure: Reaction of compound 12 (330 mg, 0.66 mmol), phosgene (1.6 ml, 1.9 M in toluene, 3 mmol) and hex-5-enylamine hydrochloride (500 mg, 3.68 mmol) following the procedure described in Example 120 gave the pure title product (328 mg, 80%), MS (M+H+) 627. The yield is 86.8%. Reactants: CCOC(=O)Cn1nnc(-c2cc(N3CCC(Oc4cc(F)ccc4Br)CC3)no2)n1, C1CCOC1, CO, [Na+], [OH-]. Product: O=C(O)Cn1nnc(-c2cc(N3CCC(Oc4cc(F)ccc4Br)CC3)no2)n1. Reaction SMILES: [Br:1][c:2]1[c:3]([O:4][CH:5]2[CH2:6][CH2:7][N:8]([c:11]3[n:12][o:13][c:14](-[c:16]4[n:17][n:18][n:19]([CH2:21][C:22](=[O:23])[O:24][CH2:25][CH3:26])[n:20]4)[cH:15]3)[CH2:9][CH2:10]2)[cH:27][c:28]([F:31])[cH:29][cH:30]1.[CH2:34]1[O:35][CH2:36][CH2:37][CH2:38]1.[CH3:39][OH:40].[Na+:33].[OH-:32]>>[Br:1][c:2]1[c:3]([O:4][CH:5]2[CH2:6][CH2:7][N:8]([c:11]3[n:12][o:13][c:14](-[c:16]4[n:17][n:18][n:19]([CH2:21][C:22](=[O:23])[OH:24])[n:20]4)[cH:15]3)[CH2:9][CH2:10]2)[cH:27][c:28]([F:31])[cH:29][cH:30]1.